From a dataset of the Open Reaction Database (ORD), a public repository of structured organic reaction records. describe an organic reaction: reactants, conditions, products, and yield Reactants: C(C)(=O)C1=CC=CC=C1 (acetophenone), SeO2, C(C)(=O)O (acetic acid), O (water). Solvent: O1CCOCC1 (1,4-dioxane). Conditions: temperature 80 celsius. Product: O=C(C=O)C1=CC=CC=C1 (2-Oxo-2-phenylacetaldehyde). Isolated yield 142.0%. RXN SMILES: C(O)(=[O:3])C.O.[C:6]([C:9]1[CH:14]=[CH:13][CH:12]=[CH:11][CH:10]=1)(=[O:8])[CH3:7]>O1CCOCC1>[O:8]=[C:6]([C:9]1[CH:14]=[CH:13][CH:12]=[CH:11][CH:10]=1)[CH:7]=[O:3]. Procedure details: Add SeO2 (4.6 g; 0.042 mol; 1.0 equiv), acetic acid (1.2 mL; 0.021 mol; 0.5 equiv), water (1.5 mL; 0.083 mol; 2.0 equiv) in 1,4-dioxane (15 mL) and stir at 80° C. until the solution becomes clear. Cool the reaction to RT, add acetophenone (5.0 g; 0.042 mol; 1.0 equiv) and stir at 80° C. for 18 h. Cool the reaction to RT, filter through Celite®, wash the residue with EA, and dry over anhydrous sodium sulfate. Evaporate the organic layer, purify over 50 g silica using EA in hexane to produce the t... Starting materials: COc1cccc(N)c1, Cn1c(=O)c(-c2c(Cl)cccc2Cl)cc2cnc(S(C)(=O)=O)nc21. Product: COc1cccc(Nc2ncc3cc(-c4c(Cl)cccc4Cl)c(=O)n(C)c3n2)c1. RXN SMILES: [CH3:25][O:26][c:27]1[cH:28][c:29]([NH2:30])[cH:31][cH:32][cH:33]1.[Cl:1][c:2]1[c:3](-[c:9]2[cH:10][c:11]3[c:12]([n:13][c:14]([S:17]([CH3:18])(=[O:19])=[O:20])[n:15][cH:16]3)[n:21]([CH3:24])[c:22]2=[O:23])[c:4]([Cl:8])[cH:5][cH:6][cH:7]1>>[Cl:1][c:2]1[c:3](-[c:9]2[cH:10][c:11]3[c:12]([n:13][c:14]([NH:30][c:29]4[cH:28][c:27]([O:26][CH3:25])[cH:33][cH:32][cH:31]4)[n:15][cH:16]3)[n:21]([CH3:24])[c:22]2=[O:23])[c:4]([Cl:8])[cH:5][cH:6][cH:7]1. Starting materials: CC(C)(C)OC(=O)NC1CCNCC1, CC(O)CBr. The product is CC(O)CN1CCC(NC(=O)OC(C)(C)C)CC1. As a reaction SMILES: [C:1](=[O:2])([O:3][C:4]([CH3:5])([CH3:6])[CH3:7])[NH:8][CH:9]1[CH2:10][CH2:11][NH:12][CH2:13][CH2:14]1.[OH:15][CH:16]([CH2:17][Br:18])[CH3:19]>>[C:1](=[O:2])([O:3][C:4]([CH3:5])([CH3:6])[CH3:7])[NH:8][CH:9]1[CH2:10][CH2:11][N:12]([CH2:17][CH:16]([OH:15])[CH3:19])[CH2:13][CH2:14]1. Starting materials: O=C(O)c1ccc(Br)c2ccccc12, CCOC(C)=O, CCCCCCC, CO, O=S(=O)(O)O. Yields the product COC(=O)c1ccc(Br)c2ccccc12. RXN SMILES: [Br:1][c:2]1[cH:3][cH:4][c:5]([C:12](=[O:13])[OH:14])[c:6]2[cH:7][cH:8][cH:9][cH:10][c:11]12.[CH3:20][CH2:21][O:22][C:23]([CH3:24])=[O:25].[CH3:26][CH2:27][CH2:28][CH2:29][CH2:30][CH2:31][CH3:32].[CH3:33][OH:34].[S:15](=[O:16])(=[O:17])([OH:18])[OH:19]>>[Br:1][c:2]1[cH:3][cH:4][c:5]([C:12](=[O:13])[O:14][CH3:20])[c:6]2[cH:7][cH:8][cH:9][cH:10][c:11]12. Starting materials: 1(b), BrCCC (1-bromopropane), CN(N=C1[C@]2(C)[C@@H](C[C@H]1CCC)[C@@H]1CCC=3C=C(C=CC3[C@H]1CC2)OC)C (3-methoxy-16α-propyl-1,3,5(10)-estratrien17-one N,N-dimethylhydrazone). Yields the product CN(N=C1[C@]2(C)[C@@H](CC1)[C@@H]1CCC=3C=C(C=CC3[C@H]1CC2)OC)C (3-methoxy-1,3,5(10)-estratrien-17-one N,N-dimethylhydrazone). As a reaction SMILES: [CH3:1][N:2]([CH3:27])[N:3]=[C:4]1[C@H:9](CCC)[CH2:8][C@H:7]2[C@H:13]3[C@H:22]([CH2:23][CH2:24][C@:5]12[CH3:6])[C:21]1[CH:20]=[CH:19][C:18]([O:25][CH3:26])=[CH:17][C:16]=1[CH2:15][CH2:14]3.BrCCC>>[CH3:27][N:2]([CH3:1])[N:3]=[C:4]1[CH2:9][CH2:8][C@H:7]2[C@H:13]3[C@H:22]([CH2:23][CH2:24][C@:5]12[CH3:6])[C:21]1[CH:20]=[CH:19][C:18]([O:25][CH3:26])=[CH:17][C:16]=1[CH2:15][CH2:14]3. Procedure: According to 1(b) 5.4 g of 3-methoxy-16α-propyl-1,3,5(10)-estratrien17-one N,N-dimethylhydrazone, m.p. 83°-85° C., is obtained from 5.0 g of 3-methoxy-1,3,5(10)-estratrien-17-one N,N-dimethylhydrazone with 1-bromopropane after crystallization from acetonitrile. By reaction with CuCl2.2H2O according to 1(c) 4.1 g of 3-methoxy-16α-propyl-1,3,5(10)-estratrien-17-one, m.p. 98°-100° C. (from acetonitrile), is obtained from 5.0 g of hydrazone, and 3.2 g of the 17-ketone yields with sodium borohydride ... Procedure: 137B (890 mg, 3.9 mmol) was dissolved in THF (6 mL). 1M LiOH (6 mL) was added, and the reaction was stirred at rt for 1 h. The solvent was removed under reduced pressure, and water (10 mL) was added. The solution was acidified with 1 N HCl, then extracted with ethyl acetate (3×20 mL). The organic layer was concentrated to provide 137C (830 mg, 100%). LC-MS: 235.11 (M+Na)+. Run at time 1 hour. The solvent is C1CCOC1 (THF). Product: COC=1C=C(C=CC1OC)C(C(=O)O)O (2-(3,4-Dimethoxyphenyl)-2-hydroxyacetic acid). Reaction SMILES: [CH3:1][O:2][C:3]1[CH:4]=[C:5]([CH:11]([OH:16])[C:12]([O:14]C)=[O:13])[CH:6]=[CH:7][C:8]=1[O:9][CH3:10].[Li+].[OH-]>C1COCC1>[CH3:1][O:2][C:3]1[CH:4]=[C:5]([CH:11]([OH:16])[C:12]([OH:14])=[O:13])[CH:6]=[CH:7][C:8]=1[O:9][CH3:10] |f:1.2|. Yield: 100.3%. Starting materials: COC=1C=C(C=CC1OC)C(C(=O)OC)O (Methyl 2-(3,4-dimethoxyphenyl)-2-hydroxyacetate), [Li+].[OH-] (LiOH). The reactants are ClC1=C(C2=C(CCN(CC2)C(C(F)(F)F)=O)C=C1)OS(=O)(=O)C(F)(F)F (7-chloro-3-(2,2,2-trifluoroacetyl)-6-trifluoromethanesulfonyloxy-2,3,4,5-tetrahydro-1H-benzo[d]azepine), NCC1=NC=C(C=C1)CSC1CCCC1 (2-aminomethyl-5-cyclopentylthiomethyl-pyridine). The solvent is C1(=CC=CC=C1)C (toluene). The product is ClC1=C(C2=C(CCN(CC2)C(C(F)(F)F)=O)C=C1)NCC1=NC=C(C=C1)CSC1CCCC1 (7-chloro-6-[(5-cyclopentylthiomethyl-pyridin-2-ylmethyl)-amino]-3-(2,2,2-trifluoroacetyl)-2,3,4,5-tetrahydro-1H-benzo[d]azepine). The yield is 58.9%. As a reaction SMILES: [Cl:1][C:2]1[CH:18]=[CH:17][C:5]2[CH2:6][CH2:7][N:8]([C:11](=[O:16])[C:12]([F:15])([F:14])[F:13])[CH2:9][CH2:10][C:4]=2[C:3]=1OS(C(F)(F)F)(=O)=O.[NH2:27][CH2:28][C:29]1[CH:34]=[CH:33][C:32]([CH2:35][S:36][CH:37]2[CH2:41][CH2:40][CH2:39][CH2:38]2)=[CH:31][N:30]=1>C1(C)C=CC=CC=1>[Cl:1][C:2]1[CH:18]=[CH:17][C:5]2[CH2:6][CH2:7][N:8]([C:11](=[O:16])[C:12]([F:15])([F:14])[F:13])[CH2:9][CH2:10][C:4]=2[C:3]=1[NH:27][CH2:28][C:29]1[CH:34]=[CH:33][C:32]([CH2:35][S:36][CH:37]2[CH2:41][CH2:40][CH2:39][CH2:38]2)=[CH:31][N:30]=1. Procedure details: Use a method similar to the General Procedure 1-2 to couple 7-chloro-3-(2,2,2-trifluoroacetyl)-6-trifluoromethanesulfonyloxy-2,3,4,5-tetrahydro-1H-benzo[d]azepine (245 mg, 0.58 mmol) with 2-aminomethyl-5-cyclopentylthiomethyl-pyridine (230 mg, 1 mmol) in toluene (5 mL). Purify the crude mixture by chromatography on silica gel eluting with hexane/THF (49:1 to 7:3 gradient) to obtain 7-chloro-6-[(5-cyclopentylthiomethyl-pyridin-2-ylmethyl)-amino]-3-(2,2,2-trifluoroacetyl)-2,3,4,5-tetrahydro-1H-ben... The reactants are OC(CC(=O)OCC1=CC=CC=C1)CBr (benzyl 3-hydroxy-4-bromobutanoate), Benzal 3-[2-tetrahydropyranyloxy]-4-Bromobutanoate, C(C)OCC (Diethyl ether), O1CCCC=C1 (dihydropyran), O.C1(=CC=C(C=C1)S(=O)(=O)O)C (p-toluenesulfonic acid monohydrate). Solvent: ClCCl (dichloromethane). Conditions: time 1.5 hour. Yields the product O1C(CCCC1)OC(CC(=O)OCC1=CC=CC=C1)CBr (benzyl 3-[2-tetrahydropyranyloxy]4-bromobutanoate). Yield: 96.9%. RXN SMILES: [OH:1][CH:2]([CH2:14][Br:15])[CH2:3][C:4]([O:6][CH2:7][C:8]1[CH:13]=[CH:12][CH:11]=[CH:10][CH:9]=1)=[O:5].[O:16]1[CH:21]=[CH:20][CH2:19][CH2:18][CH2:17]1.O.C1(C)C=CC(S(O)(=O)=O)=CC=1.C(OCC)C>ClCCl>[O:16]1[CH2:21][CH2:20][CH2:19][CH2:18][CH:17]1[O:1][CH:2]([CH2:14][Br:15])[CH2:3][C:4]([O:6][CH2:7][C:8]1[CH:13]=[CH:12][CH:11]=[CH:10][CH:9]=1)=[O:5] |f:2.3|. Reported procedure: Benzal 3-[2-tetrahydropyranyloxy]-4-Bromobutanoate. The product of step 2 (845 mg, 3.09 mmoles) was dissolved in dichloromethane (10 mL), and dihydropyran (300 μL, 277 mg, 3.29 mmole) and p-toluenesulfonic acid monohydrate (3 crystals) were added. The solution was stirred at room temperature for 1.5 h. Diethyl ether (40 mL) was then added, and the solution was washed with saturated sodium bicarbonate (2×40 mL), dried over anhydrous sodium sulfate, and evaporated. Purification by column chromatog... The reactants are BrN1C(CCC1=O)=O (N-BROMOSUCCINIMIDE), ClC=1C(N(C(=CN1)C)CC(=O)OCC)=O (3-CHLORO-1-ETHOXYCARBONYLMETHYL-6-METHYLPYRAZINONE), C(C1=CC=CC=C1)(=O)OOC(C1=CC=CC=C1)=O (BENZOYL PEROXIDE). The solvent is C1=CC=CC=C1 (BENZENE). Reaction conditions: temperature 75 celsius. Product: BrCC1=CN=C(C(N1CC(=O)OCC)=O)Cl (6-BROMOMETHYL-3-CHLORO-1-ETHOXYCARBONYLMETHYL-PYRAZINONE). Reaction SMILES: [Br:1]N1C(=O)CCC1=O.[Cl:9][C:10]1[C:11](=[O:23])[N:12]([CH2:17][C:18]([O:20][CH2:21][CH3:22])=[O:19])[C:13]([CH3:16])=[CH:14][N:15]=1.C(OOC(=O)C1C=CC=CC=1)(=O)C1C=CC=CC=1>C1C=CC=CC=1>[Br:1][CH2:16][C:13]1[N:12]([CH2:17][C:18]([O:20][CH2:21][CH3:22])=[O:19])[C:11](=[O:23])[C:10]([Cl:9])=[N:15][CH:14]=1. Procedure: N-BROMOSUCCINIMIDE (2.61 G, 14.7 MMOL) WAS ADDED TO A STIRRED SOLUTION OF 3-CHLORO-1-ETHOXYCARBONYLMETHYL-6-METHYLPYRAZINONE (3.38 G, 14.7 MMOL) IN DRY BENZENE (50 ML). BENZOYL PEROXIDE (70%, 30 MG, 0.087 MMOL) WAS ADDED AND THE SOLUTION WAS HEATED TO 75° C. AFTER 16 H THE MIXTURE WAS PARTITIONED BETWEEN METHYLENE CHLORIDE AND 5% SODIUM METABISULFITE. THE ORGANIC LAYER WAS DRIED (NA2SO4) AND EVAPORATED IN VACUO. THE RESIDUE WAS PURIFIED BY FLASH COLUMN CHROMATOGRAPHY ON SILICA GEL (30% ETOAC/HEX... Run in C(=O)O (formic acid). As a reaction SMILES: C([NH:20][C:21]1[S:22][CH:23]=[C:24]([C:26](=[N:53][O:54][CH3:55])[C:27]([NH:29][CH:30]2[C:37](=[O:38])[N:36]3[CH:31]2[CH2:32][S:33][C:34]([S:46][CH2:47][C:48]([O:50][CH2:51][CH3:52])=[O:49])=[C:35]3[C:39]([O:41]C(C)(C)C)=[O:40])=[O:28])[N:25]=1)(C1C=CC=CC=1)(C1C=CC=CC=1)C1C=CC=CC=1>C(O)=O>[NH2:20][C:21]1[S:22][CH:23]=[C:24]([C:26](=[N:53][O:54][CH3:55])[C:27]([NH:29][CH:30]2[C:37](=[O:38])[N:36]3[CH:31]2[CH2:32][S:33][C:34]([S:46][CH2:47][C:48]([O:50][CH2:51][CH3:52])=[O:49])=[C:35]3[C:39]([OH:41])=[O:40])=[O:28])[N:25]=1. Run at temperature 50 celsius, time 2 hour. The product is NC=1SC=C(N1)C(C(=O)NC1C2CSC(=C(N2C1=O)C(=O)O)SCC(=O)OCC)=NOC (racemic 7-[2-(2-aminothiazol-4-yl)-2-methoxyimino-acetamido]-3-(ethoxycarbonylmethylthio)-8-oxo-4-thia-1-azabicyclo[4,2,0]oct-2-ene-2-carboxylic acid). Reactants: C(C1=CC=CC=C1)(C1=CC=CC=C1)(C1=CC=CC=C1)NC=1SC=C(N1)C(C(=O)NC1C2CSC(=C(N2C1=O)C(=O)OC(C)(C)C)SCC(=O)OCC)=NOC (racemic 1,1-dimethylethyl 7-[2-(2-tritylaminothiazol-4-yl)-2-methoxyimino-acetamido]-3-(ethoxycarbonylmethylthio)-8-oxo-4-thia-1-azabicyclo[4,2,0]oct-2-ene-2-carboxylate). Yield: 55.8%. Procedure details: A mixture of 200 mg of the product of Step B dissolved in 4 ml of 66% formic acid was stirred at 50° C. for 2 hours, after which the solution was cooled and filtered. The filtrate was concentrated to dryness under reduced pressure and the residue was re-dissolved in ethanol. The solvent was evaporated and 20 ml of ether were added with stirring for 30 minutes. Then, the crude products was separated and chromatographed on silica and eluted with a mixture of methylene chloride and methanol (8-2). ...